This data is from the Open Reaction Database (ORD), a public repository of structured organic reaction records. The task is: describe an organic reaction: reactants, conditions, products, and yield Reactants: COc1ccc(C)cc1N, FC(F)(F)c1cc(Cl)nc(-c2ccncc2)n1. Yields the product COc1ccc(C)cc1Nc1cc(C(F)(F)F)nc(-c2ccncc2)n1. As a reaction SMILES: [CH3:18][O:19][c:20]1[c:21]([NH2:22])[cH:23][c:24]([CH3:27])[cH:25][cH:26]1.[Cl:1][c:2]1[n:3][c:4](-[c:12]2[cH:13][cH:14][n:15][cH:16][cH:17]2)[n:5][c:6]([C:8]([F:9])([F:10])[F:11])[cH:7]1>>[c:2]1([NH:22][c:21]2[c:20]([O:19][CH3:18])[cH:26][cH:25][c:24]([CH3:27])[cH:23]2)[n:3][c:4](-[c:12]2[cH:13][cH:14][n:15][cH:16][cH:17]2)[n:5][c:6]([C:8]([F:9])([F:10])[F:11])[cH:7]1. Solvent: O1CCCC1 (tetrahydrofuran). Yields the product ClC1=CC=C(CN2C(=C(C3=CC(=CC=C23)F)SC)C(C(=O)O)C)C=C1 (1-(p-Chlorobenzyl)-5-fluoro-α-methyl-3-methylthioindole-2-acetic acid). Starting materials: ClC1=CC=C(CN2C(=C(C3=CC(=CC=C23)F)SC)C(C(=O)OCC)C)C=C1 (ethyl 1-(p-chlorobenzyl)-5-fluoro -α-methyl-3-methylthioindole-2-acetate). Procedure: Following the procedure of Preparation 6, but using ethyl 1-(p-chlorobenzyl)-5-fluoro -α-methyl-3-methylthioindole-2-acetate from Step 1 as starting material and tetrahydrofuran as solvent, the title compound was prepared, mp 136°-140°. Reaction SMILES: [Cl:1][C:2]1[CH:27]=[CH:26][C:5]([CH2:6][N:7]2[C:15]3[C:10](=[CH:11][C:12]([F:16])=[CH:13][CH:14]=3)[C:9]([S:17][CH3:18])=[C:8]2[CH:19]([CH3:25])[C:20]([O:22]CC)=[O:21])=[CH:4][CH:3]=1>O1CCCC1>[Cl:1][C:2]1[CH:3]=[CH:4][C:5]([CH2:6][N:7]2[C:15]3[C:10](=[CH:11][C:12]([F:16])=[CH:13][CH:14]=3)[C:9]([S:17][CH3:18])=[C:8]2[CH:19]([CH3:25])[C:20]([OH:22])=[O:21])=[CH:26][CH:27]=1. Reactants: O=S1(N(CCC1)C1=NC=C(C=N1)C(=O)OC)=O (methyl 2-(1,1-dioxo-1λ6-isothiazolidin-2-yl)pyrimidine-5-carboxylate), CC=1C(=NC=C(C1)C)N1CCNCC1 (1-(3,5-dimethylpyridin-2-yl)piperazine). Product: CC=1C(=NC=C(C1)C)N1CCN(CC1)C(=O)C=1C=NC(=NC1)N1S(CCC1)(=O)=O ([4-(3,5-dimethylpyridin-2-yl)piperazin-1-yl][2-(1,1-dioxo-1λ6-isothiazolidin-2-yl)pyrimidin-5-yl]methanone). The yield is 17.4%. Reaction SMILES: [O:1]=[S:2]1(=[O:17])[CH2:6][CH2:5][CH2:4][N:3]1[C:7]1[N:12]=[CH:11][C:10]([C:13]([O:15]C)=O)=[CH:9][N:8]=1.[CH3:18][C:19]1[C:20]([N:26]2[CH2:31][CH2:30][NH:29][CH2:28][CH2:27]2)=[N:21][CH:22]=[C:23]([CH3:25])[CH:24]=1>>[CH3:18][C:19]1[C:20]([N:26]2[CH2:27][CH2:28][N:29]([C:13]([C:10]3[CH:11]=[N:12][C:7]([N:3]4[CH2:4][CH2:5][CH2:6][S:2]4(=[O:1])=[O:17])=[N:8][CH:9]=3)=[O:15])[CH2:30][CH2:31]2)=[N:21][CH:22]=[C:23]([CH3:25])[CH:24]=1. Reported procedure: Using methyl 2-(1,1-dioxo-1λ6-isothiazolidin-2-yl)pyrimidine-5-carboxylate (100 mg) described in Preparation Example 231 and 1-(3,5-dimethylpyridin-2-yl)piperazine (74 mg) described in Preparation Example 79 and by the reaction and treatment in the same manner as in Example 109, the title compound (28 mg) was obtained. The reactants are [OH-].[Na+] (NaOH), ice water, COC1=CC(=CC=C1)N (m-anisidine), C(=O)(C)Cl (AcCl), [Al+3].[Cl-].[Cl-].[Cl-] (AlCl3), B(Cl)(Cl)Cl (BCl3). The solvent is C(Cl)Cl (CH2Cl2), CCCCCCC (heptane). Reaction conditions: time 1 hour. Yields the product NC1=C(C(=O)C2=CC=CC=C2)C=CC(=C1)OC (2-amino-4-methoxybenzophenone). RXN SMILES: [CH3:1][O:2][C:3]1[CH:8]=[CH:7][CH:6]=[C:5]([NH2:9])[CH:4]=1.B(Cl)(Cl)Cl.[C:14](Cl)([CH3:16])=[O:15].[Al+3].[Cl-].[Cl-].[Cl-].[OH-].[Na+]>C(Cl)Cl.CCCCCCC>[NH2:9][C:5]1[CH:4]=[C:3]([O:2][CH3:1])[CH:8]=[CH:7][C:6]=1[C:14]([C:16]1[CH:7]=[CH:8][CH:3]=[CH:4][CH:5]=1)=[O:15] |f:3.4.5.6,7.8|. Procedure: Step D) To a solution of 21.8 g (172 mmol) of m-anisidine in 800 mL of CH2Cl2 cooled to −50° C., was added 172 mL (172 mmol) of 1M BCl3 in heptane over 20 min to produce an amber colored mixture which was stirred 1 h. To this mixture was added 12.2 mL (172 mmol) of AcCl and 22.9 g (172 mmol) of AlCl3. The mixture was allowed to warm to room temperature overnite, poured into ice water, the solution adjusted to pH 9 using 10% aqueous NaOH and was extracted repeatedly using EtOAC. The combined orga... Reactants: C([O-])(O)=O.[Na+] (sodium bicarbonate), BrC=1C(=C(C(=CC1)Br)N)N (3,6-dibromo-o-phenylene diamine), C1(=CC=CC=C1)C(=O)C(=O)C1=CC=CC=C1 (benzil), O (water). Run in C(C)(=O)O (acetic acid). Product: BrC1=C2N=C(C(=NC2=C(C=C1)Br)C1=CC=CC=C1)C1=CC=CC=C1 (5,8-dibromo-2,3-bis(phenyl)quinoxaline). As a reaction SMILES: [Br:1][C:2]1[C:3]([NH2:10])=[C:4]([NH2:9])[C:5]([Br:8])=[CH:6][CH:7]=1.[C:11]1([C:17]([C:19]([C:21]2[CH:26]=[CH:25][CH:24]=[CH:23][CH:22]=2)=O)=O)[CH:16]=[CH:15][CH:14]=[CH:13][CH:12]=1.O.C(=O)(O)[O-].[Na+]>C(O)(=O)C>[Br:1][C:2]1[CH:7]=[CH:6][C:5]([Br:8])=[C:4]2[C:3]=1[N:10]=[C:17]([C:11]1[CH:16]=[CH:15][CH:14]=[CH:13][CH:12]=1)[C:19]([C:21]1[CH:26]=[CH:25][CH:24]=[CH:23][CH:22]=1)=[N:9]2 |f:3.4|. Reported procedure: The detailed preparation procedure is as follows: 3,6-dibromo-o-phenylene diamine (1.0 g, 3.7 mmol) was added to a solution of compound benzil (0.39 g, 1.84 mmol) in acetic acid (20 mL) at 120□, then the mixture was mixed uniformly. After refluxed for 12 hours, the fluid reactant was poured into water, and neutralized with sodium bicarbonate until neutral, then extracted with chloroform and washed with saturated brine, dried over anhydrous sodium sulfate, then it was vacuum evaporated to remove ...